From a dataset of the Open Reaction Database (ORD), a public repository of structured organic reaction records. describe an organic reaction: reactants, conditions, products, and yield Reactants: C1(=CC=CC=C1)OCCBr (2-bromoethyl phenyl ether), NCC1CCNCC1 (4-aminomethylpiperidine), ClC1=CC=C(C=C1)C(C)=O (4'-chloroacetophenone), C1(=CC=C(C=C1)S(=O)(=O)O)C (p-toluenesulphonic acid), Cl (hydrogen chloride). Solvent: C(C)N(CC)CC (triethylamine), C1(=CC=CC=C1)C (toluene), CCOCC (ether). The product is Cl.Cl.ClC1=CC=C(C=C1)C(C)NCC1CCN(CC1)CCOC1=CC=CC=C1 (4-[1-(4-chlorophenyl)ethylaminomethyl-]-1-(2-phenoxyethyl)piperidine dihydrochloride). RXN SMILES: [NH2:1][CH2:2][CH:3]1[CH2:8][CH2:7][NH:6][CH2:5][CH2:4]1.[Cl:9][C:10]1[CH:15]=[CH:14][C:13]([C:16](=O)[CH3:17])=[CH:12][CH:11]=1.C1(C)C=CC(S(O)(=O)=O)=CC=1.[C:30]1([O:36][CH2:37][CH2:38]Br)[CH:35]=[CH:34][CH:33]=[CH:32][CH:31]=1.[ClH:40]>CCOCC.C(N(CC)CC)C.C1(C)C=CC=CC=1>[ClH:9].[ClH:40].[Cl:9][C:10]1[CH:15]=[CH:14][C:13]([CH:16]([NH:1][CH2:2][CH:3]2[CH2:8][CH2:7][N:6]([CH2:38][CH2:37][O:36][C:30]3[CH:35]=[CH:34][CH:33]=[CH:32][CH:31]=3)[CH2:5][CH2:4]2)[CH3:17])=[CH:12][CH:11]=1 |f:8.9.10|. Procedure: A mixture of 4-aminomethylpiperidine (5.0 g), 4'-chloroacetophenone (6.77 g), p-toluenesulphonic acid (catalytic amount) and toluene (50 ml) was boiled under reflux for 8 hours while removing the water formed using a Dean and Stark apparatus. The mixture was cooled to ambient temperature and 2-bromoethyl phenyl ether (8.84 g) and triethylamine (6.1 ml) were added. The mixture was boiled under reflux for 2 hours and evaporated to dryness. The residue was dissolved in ethanol (100 ml) and sodium b...